This data is from the Open Reaction Database (ORD), a public repository of structured organic reaction records. The task is: describe an organic reaction: reactants, conditions, products, and yield Reactants: C([O-])(O)=O.[Na+] (sodium bicarbonate), [H-].[Na+] (sodium hydride), OC1(C=2C=CC(=CC2CCC1)C#N)C=1N=CN(C1)C(C1=CC=CC=C1)(C1=CC=CC=C1)C1=CC=CC=C1 (5-hydroxy-5-(1-trityl-1H-imidazol-4-yl)-5,6,7,8-tetrahydronaphthalene-2-carbonitrile), BrCC(=O)OCC (ethyl bromoacetate). Solvent: O1CCCC1 (tetrahydrofuran). Yields the product C(#N)C=1C=C2CCCC(C2=CC1)(OCC(=O)OCC)C=1N=CN(C1)C(C1=CC=CC=C1)(C1=CC=CC=C1)C1=CC=CC=C1 (Ethyl [6-cyano-1-(1-trityl-1H-imidazol-4-yl)-1,2,3,4-tetrahydronaphthalen-1-yloxy]acetate). RXN SMILES: [H-].[Na+].[OH:3][C:4]1([C:16]2[N:17]=[CH:18][N:19]([C:21]([C:34]3[CH:39]=[CH:38][CH:37]=[CH:36][CH:35]=3)([C:28]3[CH:33]=[CH:32][CH:31]=[CH:30][CH:29]=3)[C:22]3[CH:27]=[CH:26][CH:25]=[CH:24][CH:23]=3)[CH:20]=2)[CH2:13][CH2:12][CH2:11][C:10]2[CH:9]=[C:8]([C:14]#[N:15])[CH:7]=[CH:6][C:5]1=2.Br[CH2:41][C:42]([O:44][CH2:45][CH3:46])=[O:43].C(=O)(O)[O-].[Na+]>O1CCCC1>[C:14]([C:8]1[CH:9]=[C:10]2[C:5](=[CH:6][CH:7]=1)[C:4]([C:16]1[N:17]=[CH:18][N:19]([C:21]([C:28]3[CH:29]=[CH:30][CH:31]=[CH:32][CH:33]=3)([C:34]3[CH:35]=[CH:36][CH:37]=[CH:38][CH:39]=3)[C:22]3[CH:27]=[CH:26][CH:25]=[CH:24][CH:23]=3)[CH:20]=1)([O:3][CH2:41][C:42]([O:44][CH2:45][CH3:46])=[O:43])[CH2:13][CH2:12][CH2:11]2)#[N:15] |f:0.1,4.5|. Procedure: 1.9 mmol of sodium hydride (60% dispersion in oil) are added in portions to a solution of 1.3 mmol of 5-hydroxy-5-(1-trityl-1H-imidazol-4-yl)-5,6,7,8-tetrahydronaphthalene-2-carbonitrile in 10 ml of tetrahydrofuran, and the mixture is stirred under reflux for 1 hour. 3.0 mmol of ethyl bromoacetate [105-36-2] are added and the reaction mixture is stirred under reflux for 8-16 hours. The reaction mixture is cooled and poured into saturated sodium bicarbonate solution and extracted with tert-butyl ... Starting materials: C(C)(C)(C)OC(=O)N1CCC(CC1)(C(=O)O)C1=CC(=NC=C1)Cl (1-(tert-butoxycarbonyl)-4-(2-chloropyridin-4-yl)piperidine-4-carboxylic acid), ethyl acetate petroleum ether. The solvent is C1(=CC=CC=C1)C (toluene). The product is ClC1=NC=CC(=C1)C1CCN(CC1)C(=O)OC(C)(C)C (tert-butyl 4-(2-chloropyridin-4-yl)piperidine-1-carboxylate). The yield is 87.0%. RXN SMILES: [C:1]([O:5][C:6]([N:8]1[CH2:13][CH2:12][C:11]([C:17]2[CH:22]=[CH:21][N:20]=[C:19]([Cl:23])[CH:18]=2)(C(O)=O)[CH2:10][CH2:9]1)=[O:7])([CH3:4])([CH3:3])[CH3:2]>C1(C)C=CC=CC=1>[Cl:23][C:19]1[CH:18]=[C:17]([CH:11]2[CH2:12][CH2:13][N:8]([C:6]([O:5][C:1]([CH3:4])([CH3:3])[CH3:2])=[O:7])[CH2:9][CH2:10]2)[CH:22]=[CH:21][N:20]=1. Procedure: The pure compound 1-(tert-butoxycarbonyl)-4-(2-chloropyridin-4-yl)piperidine-4-carboxylic acid (42 g, 0.12 mols, 1 equiv.) from Step B was dissolved in toluene (250 mL) and heated at 110° for 4 hours. The reaction was monitored by TLC (ethyl acetate/petroleum ether; 1/5). Once complete, the mixture was concentrated and purified by flash chromatography using silica gel (ethyl acetate/petroleum ether; 1/20) to give tert-butyl 4-(2-chloropyridin-4-yl)piperidine-1-carboxylate (31 g, 87%) The reactants are FC(C(=O)O)(F)F (Trifluoroacetic acid), C1(=CC=CC=C1)C1=CC(=C(C(=O)OC(C)(C)C)C=C1)NC(=O)C1=NC=CC(=C1)C1=CC=CC=C1 (tert-butyl 4-phenyl-2-(4-phenylpyridine-2-carboxamido)benzoate). Yield: 89.2%. The product is C1(=CC=CC=C1)C1=CC(=C(C(=O)O)C=C1)NC(=O)C1=NC=CC(=C1)C1=CC=CC=C1 (4-phenyl-2-(4-phenylpyridine-2-carboxamido)benzoic acid). Run at time 3 hour. As a reaction SMILES: FC(F)(F)C(O)=O.[C:8]1([C:14]2[CH:26]=[CH:25][C:17]([C:18]([O:20]C(C)(C)C)=[O:19])=[C:16]([NH:27][C:28]([C:30]3[CH:35]=[C:34]([C:36]4[CH:41]=[CH:40][CH:39]=[CH:38][CH:37]=4)[CH:33]=[CH:32][N:31]=3)=[O:29])[CH:15]=2)[CH:13]=[CH:12][CH:11]=[CH:10][CH:9]=1>>[C:8]1([C:14]2[CH:26]=[CH:25][C:17]([C:18]([OH:20])=[O:19])=[C:16]([NH:27][C:28]([C:30]3[CH:35]=[C:34]([C:36]4[CH:37]=[CH:38][CH:39]=[CH:40][CH:41]=4)[CH:33]=[CH:32][N:31]=3)=[O:29])[CH:15]=2)[CH:13]=[CH:12][CH:11]=[CH:10][CH:9]=1. Reported procedure: Trifluoroacetic acid (5 mL) was added to the obtained tert-butyl 4-phenyl-2-(4-phenylpyridine-2-carboxamido)benzoate (64 mg), followed by stirring at room temperature for 3 hours. The solvent was evaporated under reduced pressure, and ethyl acetate and water were added to the obtained residue. After adjusting the pH to 6.5 with a saturated aqueous solution of sodium bicarbonate, the organic layer was separated, washed with water and a saturated aqueous solution of sodium chloride sequentially, a...